Dataset: the Open Reaction Database (ORD), a public repository of structured organic reaction records. Task: describe an organic reaction: reactants, conditions, products, and yield The reactants are FC=1C=C2C(=NC1)N(C=N2)CC2=CC1=C(N=C(S1)S(=O)C)C=C2 (6-((6-fluoro-3H-imidazo[4,5-b]pyridin-3-yl)methyl)-2-(methylsulfinyl)benzo[d]thiazole), N[C@H]1[C@@H](CCCC1)O ((1R,2R)-(−)-2-aminocyclohexanol), CCN(C(C)C)C(C)C (DIEA). Solvent: CC(=O)N(C)C (DMA). Run at temperature 125 celsius. Product: FC=1C=C2C(=NC1)N(C=N2)CC2=CC1=C(N=C(S1)N[C@H]1[C@@H](CCCC1)O)C=C2 ((1R,2R)-2-((6-((6-fluoro-3H-imidazo[4,5-b]pyridin-3-yl)methyl)benzo[d]thiazol-2-yl)amino)cyclohexanol). The yield is 39.7%. Reaction SMILES: [F:1][C:2]1[CH:3]=[C:4]2[N:10]=[CH:9][N:8]([CH2:11][C:12]3[CH:23]=[CH:22][C:15]4[N:16]=[C:17](S(C)=O)[S:18][C:14]=4[CH:13]=3)[C:5]2=[N:6][CH:7]=1.[NH2:24][C@@H:25]1[CH2:30][CH2:29][CH2:28][CH2:27][C@H:26]1[OH:31].CCN(C(C)C)C(C)C>CC(N(C)C)=O>[F:1][C:2]1[CH:3]=[C:4]2[N:10]=[CH:9][N:8]([CH2:11][C:12]3[CH:23]=[CH:22][C:15]4[N:16]=[C:17]([NH:24][C@@H:25]5[CH2:30][CH2:29][CH2:28][CH2:27][C@H:26]5[OH:31])[S:18][C:14]=4[CH:13]=3)[C:5]2=[N:6][CH:7]=1. Procedure details: A stirred mixture of 6-((6-fluoro-3H-imidazo[4,5-b]pyridin-3-yl)methyl)-2-(methylsulfinyl)benzo[d]thiazole (90 mg, 0.260 mmol) from Step 4 of this Example, (1R,2R)-(−)-2-aminocyclohexanol (120 mg, 1.03 mmol), and DIEA (133 mg, 1.03 mmol) in anhydrous DMA (3 mL) was heated at 125° C. for 15 h. After the reaction mixture had cooled to rt, the mixture was purified directly by reverse-phase HPLC using a mixture of water (5% CH3CN, 0.05% HCOOH) and CH3CN (0.05% HCOOH) as the mobile phase and Varian P... Reactants: C(C)(=O)OCCCCCC (hexyl acetate), C(CCC)(=O)OCC=CC (crotyl butyrate). Yields the product C(CCC)(=O)OCC=CC (crotyl butyrate), C(C)(=O)OCCCCCC (hexyl acetate), C(CCC)(=O)OCCCC (butyl butyrate). RXN SMILES: [C:1]([O:6][CH2:7][CH:8]=[CH:9][CH3:10])(=[O:5])[CH2:2][CH2:3][CH3:4].[C:11]([O:14][CH2:15][CH2:16][CH2:17][CH2:18][CH2:19][CH3:20])(=[O:13])[CH3:12]>>[C:1]([O:6][CH2:7][CH:8]=[CH:9][CH3:10])(=[O:5])[CH2:2][CH2:3][CH3:4].[C:11]([O:14][CH2:15][CH2:16][CH2:17][CH2:18][CH2:19][CH3:20])(=[O:13])[CH3:12].[C:1]([O:6][CH2:7][CH2:8][CH2:9][CH3:10])(=[O:5])[CH2:2][CH2:3][CH3:4]. Procedure details: GC-MS revealed crotyl butyrate and hexyl acetate as two of the trace chemicals in fraction #2. Recombining crotyl butyrate, but not hexyl acetate, with butyl butyrate gave capture rates equalling that of the complete extract and approaching that of the five live-caged females (Table 1, Experiment 5). Reactants: N#Cc1ccc2c(c1)Sc1ccccc1C=C2, CCCCCC, [Cl-], Cl, O. Product: O=Cc1ccc2c(c1)Sc1ccccc1C=C2. As a reaction SMILES: [C:3](#[N:4])[c:5]1[cH:6][cH:7][c:8]2[c:9]([cH:19]1)[S:10][c:11]1[c:12]([cH:15][cH:16][cH:17][cH:18]1)[CH:13]=[CH:14]2.[CH3:21][CH2:22][CH2:23][CH2:24][CH2:25][CH3:26].[Cl-:1].[ClH:2].[OH2:20]>>[CH:3]([c:5]1[cH:6][cH:7][c:8]2[c:9]([cH:19]1)[S:10][c:11]1[c:12]([cH:15][cH:16][cH:17][cH:18]1)[CH:13]=[CH:14]2)=[O:20]. The reactants are [N+](=O)([O-])C=1C=C(C=CC1)C(F)(F)F (3-nitro-trifluorotoluene), ClCC(=O)OC(C)(C)C (tert.butyl chloroacetate), [K].CC(C)([O-])C (potassium tert.butoxide). Run in CN(C=O)C (dimethylformamide), CN(C=O)C (dimethylformamide). Run at time 5 minute. Yields the product [N+](=O)([O-])C1=C(C=CC(=C1)C(F)(F)F)CC(=O)OC(C)(C)C (tert.butyl 2-nitro-4-trifluormethyl-phenylacetate). RXN SMILES: [K].CC(C)([O-])C.[N+:7]([C:10]1[CH:11]=[C:12]([C:16]([F:19])([F:18])[F:17])[CH:13]=[CH:14][CH:15]=1)([O-:9])=[O:8].Cl[CH2:21][C:22]([O:24][C:25]([CH3:28])([CH3:27])[CH3:26])=[O:23]>CN(C)C=O>[N+:7]([C:10]1[CH:11]=[C:12]([C:16]([F:17])([F:18])[F:19])[CH:13]=[CH:14][C:15]=1[CH2:21][C:22]([O:24][C:25]([CH3:28])([CH3:27])[CH3:26])=[O:23])([O-:9])=[O:8] |f:0.1,^1:0|. Procedure details: 2.6 g of potassium-tert.butoxide are placed in 45 ml of dimethylformamide and at an internal temperature of −5° C. 1.3 ml of 3-nitro-trifluorotoluene and 1.5 ml of tert.butyl chloroacetate in 1 ml of dimethylformamide are added dropwise. The mixture is stirred for another 5 minutes and the solution is then poured onto ice water and the precipitate formed is suction filtered. The reactants are C12N(CC(NC1)C2)C2=NC(=CC=1N2C=CN1)C1=CC(=NC=C1)NC(C)C1=CC=CC=C1 ({4-[5-(2,5-diaza-bicyclo[2.2.1]hept-2-yl)-imidazo[1,2-c]pyrimidin-7-yl]-pyridin-2-yl}-(1-phenyl-ethyl)-amine), C([O-])([O-])=O.[K+].[K+] (potassium carbonate), BrCCOC1=CC=CC=C1 (β-bromophenetole). Solvent: C(Cl)Cl (DCM), C(C)#N (acetonitrile). Run at temperature 50 celsius, time 8 hour. Yields the product O(C1=CC=CC=C1)CCN1[C@@H]2CN([C@H](C1)C2)C2=NC(=CC=1N2C=CN1)C1=CC(=NC=C1)N[C@@H](C)C1=CC=CC=C1 ((S)-{4-[5-(5-(2-Phenoxy-ethyl)-(1S,4S)-2,5-diaza-bicyclo[2.2.1]hept-2-yl)-imidazo [1,2-c]pyrimidin-7-yl]-pyridin-2-yl}-(1-phenyl-ethyl)-amine). Reaction SMILES: [CH:1]12[CH2:7][CH:4]([NH:5][CH2:6]1)[CH2:3][N:2]2[C:8]1[N:13]2[CH:14]=[CH:15][N:16]=[C:12]2[CH:11]=[C:10]([C:17]2[CH:22]=[CH:21][N:20]=[C:19]([NH:23][CH:24]([C:26]3[CH:31]=[CH:30][CH:29]=[CH:28][CH:27]=3)[CH3:25])[CH:18]=2)[N:9]=1.C(=O)([O-])[O-].[K+].[K+].Br[CH2:39][CH2:40][O:41][C:42]1[CH:47]=[CH:46][CH:45]=[CH:44][CH:43]=1>C(#N)C.C(Cl)Cl>[O:41]([CH2:40][CH2:39][N:5]1[CH2:6][C@@H:1]2[CH2:7][C@H:4]1[CH2:3][N:2]2[C:8]1[N:13]2[CH:14]=[CH:15][N:16]=[C:12]2[CH:11]=[C:10]([C:17]2[CH:22]=[CH:21][N:20]=[C:19]([NH:23][C@H:24]([C:26]3[CH:27]=[CH:28][CH:29]=[CH:30][CH:31]=3)[CH3:25])[CH:18]=2)[N:9]=1)[C:42]1[CH:47]=[CH:46][CH:45]=[CH:44][CH:43]=1 |f:1.2.3|. Reported procedure: A solution of 100 mg (0.24 mmol) {4-[5-(2,5-diaza-bicyclo[2.2.1]hept-2-yl)-imidazo[1,2-c]pyrimidin-7-yl]-pyridin-2-yl}-(1-phenyl-ethyl)-amine and 70 mg (0.48 mmol) potassium carbonate in 5 mL acetonitrile was treated with 0.074 mL (0.48 mmol) β-bromophenetole at 0° C. The mixture was stirred at 50° C. for 8 h before it was cooled to ambient temperature for 16 h at which time MS showed that all starting materials had converted to product. The reaction mixture was diluted with 50 mL DCM, washed wi...